This data is from the Open Reaction Database (ORD), a public repository of structured organic reaction records. The task is: describe an organic reaction: reactants, conditions, products, and yield Starting materials: N#Cc1ccc(F)c2ccccc12, C1CCNC1. RXN SMILES: [C:1](#[N:2])[c:3]1[cH:4][cH:5][c:6]([F:13])[c:7]2[cH:8][cH:9][cH:10][cH:11][c:12]12.[CH2:14]1[CH2:15][CH2:16][NH:17][CH2:18]1>>[C:1](#[N:2])[c:3]1[cH:4][cH:5][c:6]([N:17]2[CH2:16][CH2:15][CH2:14][CH2:18]2)[c:7]2[cH:8][cH:9][cH:10][cH:11][c:12]12. Yields the product N#Cc1ccc(N2CCCC2)c2ccccc12. Conditions: temperature 80 celsius, time 18 hour. The product is ClC1=CC(=C(OCC(=O)OCC)C=C1)C1=NCCC2=C1SC(=N2)C(C)C (ethyl 2-(4-chloro-2-(2-isopropyl-6,7-dihydrothiazolo[5,4-c]pyridin-4-yl)phenoxy)acetate). Run in CC#N (MeCN). Starting materials: C(C)OC(COC1=C(C=C(C=C1)Cl)C(NCCC=1N=C(SC1)C(C)C)=O)=O ({4-chloro-2-[2-(2-isopropyl-thiazol-4-yl)-ethylcarbamoyl]-phenoxy}-acetic acid ethyl ester), O=P(Cl)(Cl)Cl (POCl3). Procedure: A mixture of {4-chloro-2-[2-(2-isopropyl-thiazol-4-yl)-ethylcarbamoyl]-phenoxy}-acetic acid ethyl ester (100 mg, 0.24 mmol, 1 eq.) and POCl3 (0.34 mL, 3.65 mmol, 15 eq.) in MeCN (2 mL) was stirred at 80° C. for 18 hours. The mixture was allowed to cool down to r.t. and concentrated in vacuo. The residue was purified by prep. HPLC (column: Atlantis, 30×75 mm, 10 um, UV/MS, acidic conditions) and concentrated in vacuo to give ethyl 2-(4-chloro-2-(2-isopropyl-6,7-dihydrothiazolo[5,4-c]pyridin-4-yl)... Reaction SMILES: [CH2:1]([O:3][C:4](=[O:27])[CH2:5][O:6][C:7]1[CH:12]=[CH:11][C:10]([Cl:13])=[CH:9][C:8]=1[C:14](=O)[NH:15][CH2:16][CH2:17][C:18]1[N:19]=[C:20]([CH:23]([CH3:25])[CH3:24])[S:21][CH:22]=1)[CH3:2].O=P(Cl)(Cl)Cl>CC#N>[Cl:13][C:10]1[CH:11]=[CH:12][C:7]([O:6][CH2:5][C:4]([O:3][CH2:1][CH3:2])=[O:27])=[C:8]([C:14]2[C:22]3[S:21][C:20]([CH:23]([CH3:25])[CH3:24])=[N:19][C:18]=3[CH2:17][CH2:16][N:15]=2)[CH:9]=1. Reactants: Br, c1ccc(CC2CCCCN2)cc1, c1ccc(CC2CCCCN2CCCCCOc2ccccc2)cc1, CC#N, Cl, [K+], [K+], O=C([O-])[O-]. Yields the product BrCCCCCOc1ccccc1. As a reaction SMILES: [BrH:1].[CH2:28]([CH:29]1[CH2:30][CH2:31][CH2:32][CH2:33][NH:34]1)[c:35]1[cH:36][cH:37][cH:38][cH:39][cH:40]1.[CH2:2]([CH:3]1[CH2:4][CH2:5][CH2:6][CH2:7][N:8]1[CH2:15][CH2:16][CH2:17][CH2:18][CH2:19][O:20][c:21]1[cH:22][cH:23][cH:24][cH:25][cH:26]1)[c:9]1[cH:10][cH:11][cH:12][cH:13][cH:14]1.[CH3:47][C:48]#[N:49].[ClH:27].[K+:41].[K+:42].[O-:43][C:44]([O-:45])=[O:46]>>[Br:1][CH2:15][CH2:16][CH2:17][CH2:18][CH2:19][O:20][c:21]1[cH:22][cH:23][cH:24][cH:25][cH:26]1. Reactants: N#CC1CC(F)CN1C(=O)CN(C(=O)OCc1ccccc1)C12CCC(C(=O)O)(CC1)CC2, CCN=C=NCCCN(C)C, CN(C)C=O, Cl, On1nnc2ccccc21. Product: N#CC1CC(F)CN1C(=O)CN(C(=O)OCc1ccccc1)C12CCC(C(=O)On3nnc4ccccc43)(CC1)CC2. As a reaction SMILES: [CH2:1]([c:2]1[cH:3][cH:4][cH:5][cH:6][cH:7]1)[O:8][C:9](=[O:10])[N:11]([C:12]12[CH2:13][CH2:14][C:15]([C:20](=[O:21])[OH:22])([CH2:16][CH2:17]1)[CH2:18][CH2:19]2)[CH2:23][C:24](=[O:25])[N:26]1[CH:27]([C:32]#[N:33])[CH2:28][CH:29]([F:31])[CH2:30]1.[CH3:45][N:46]([CH3:47])[CH2:48][CH2:49][CH2:50][N:51]=[C:52]=[N:53][CH2:54][CH3:55].[CH3:56][N:57]([CH3:58])[CH:59]=[O:60].[ClH:44].[OH:34][n:35]1[n:36][n:37][c:38]2[c:39]1[cH:40][cH:41][cH:42][cH:43]2>>[CH2:1]([c:2]1[cH:3][cH:4][cH:5][cH:6][cH:7]1)[O:8][C:9](=[O:10])[N:11]([C:12]12[CH2:13][CH2:14][C:15]([C:20](=[O:21])[O:22][n:35]3[n:36][n:37][c:38]4[c:39]3[cH:40][cH:41][cH:42][cH:43]4)([CH2:16][CH2:17]1)[CH2:18][CH2:19]2)[CH2:23][C:24](=[O:25])[N:26]1[CH:27]([C:32]#[N:33])[CH2:28][CH:29]([F:31])[CH2:30]1. Starting materials: BrC=1C=C(C(=O)NC2=CC=C(C3=CC=CC=C23)OCCN2CCOCC2)C=CC1 (3-bromo-N-[4-(2-morpholin-4-yl-ethoxy)-naphthalen-1-yl]-benzamide), FC(C=1C=C(C=CC1)B(O)O)(F)F (3-trifluoromethylphenyl boronic acid). The product is N1(CCOCC1)CCOC1=CC=C(C2=CC=CC=C12)NC(=O)C=1C=C(C=CC1)C1=CC(=CC=C1)C(F)(F)F (3′-Trifluoromethyl-biphenyl-3-carboxylic acid [4-(2-morpholin-4-yl-ethoxy)-naphthalen-1-yl]-amide). RXN SMILES: Br[C:2]1[CH:3]=[C:4]([CH:27]=[CH:28][CH:29]=1)[C:5]([NH:7][C:8]1[C:17]2[C:12](=[CH:13][CH:14]=[CH:15][CH:16]=2)[C:11]([O:18][CH2:19][CH2:20][N:21]2[CH2:26][CH2:25][O:24][CH2:23][CH2:22]2)=[CH:10][CH:9]=1)=[O:6].[F:30][C:31]([F:42])([F:41])[C:32]1[CH:33]=[C:34](B(O)O)[CH:35]=[CH:36][CH:37]=1>>[N:21]1([CH2:20][CH2:19][O:18][C:11]2[C:12]3[C:17](=[CH:16][CH:15]=[CH:14][CH:13]=3)[C:8]([NH:7][C:5]([C:4]3[CH:3]=[C:2]([C:36]4[CH:35]=[CH:34][CH:33]=[C:32]([C:31]([F:42])([F:41])[F:30])[CH:37]=4)[CH:29]=[CH:28][CH:27]=3)=[O:6])=[CH:9][CH:10]=2)[CH2:26][CH2:25][O:24][CH2:23][CH2:22]1. Procedure details: Compound is prepared from 3-bromo-N-[4-(2-morpholin-4-yl-ethoxy)-naphthalen-1-yl]-benzamide and 3-trifluoromethylphenyl boronic acid according to conditions described in general procedure K. 1H NMR 300 MHz (DMSO-d6) δ 10.4 (s, 1H), 8.4 (s, 1H), 8.2 (m, 1H), 8.05 (s, 2H), 8.03 (d, 1H), 8.0 (d, 1H), 7.9 (m, 1H), 7.4-7.75 (m, 6H), 7.0 (d, 1H), 4.3 (t, 2H), 3.6 (m, 4H), 2.9 (t, 2H), 2.55 (m, 4H). Product: C(C)(=O)[O-].[NH4+] (ammonium acetate), C(C)N(S(=O)(=O)C)C=1C(=CC=2N(C1)N=C(C2C(=O)NC)C2=CC=C(C=C2)F)C2=C(C=CC(=C2)C(NC2(CC2)C2=CC=C(C=C2)F)=O)C (6-(N-ethylmethylsulfonamido)-2-(4-fluorophenyl)-5-(5-(1-(4-fluorophenyl)cyclopropylcarbamoyl)-2-methylphenyl)-N-methylpyrazolo[1,5-a]pyridine-3-carboxamide). As a reaction SMILES: [CH2:1]([N:3]([C:8]1[C:9]([C:28]2[CH:29]=[C:30]([CH:34]=[CH:35][C:36]=2[CH3:37])[C:31]([OH:33])=[O:32])=[CH:10][C:11]2[N:12]([N:14]=[C:15]([C:21]3[CH:26]=[CH:25][C:24]([F:27])=[CH:23][CH:22]=3)[C:16]=2[C:17](=[O:20])[NH:18][CH3:19])[CH:13]=1)[S:4]([CH3:7])(=[O:6])=[O:5])[CH3:2].Cl.[F:39][C:40]1[CH:45]=[CH:44][C:43]([C:46]2([NH2:49])[CH2:48][CH2:47]2)=[CH:42][CH:41]=1>>[C:31]([O-:33])(=[O:32])[CH3:30].[NH4+:3].[CH2:1]([N:3]([C:8]1[C:9]([C:28]2[CH:29]=[C:30]([C:31](=[O:32])[NH:49][C:46]3([C:43]4[CH:44]=[CH:45][C:40]([F:39])=[CH:41][CH:42]=4)[CH2:48][CH2:47]3)[CH:34]=[CH:35][C:36]=2[CH3:37])=[CH:10][C:11]2[N:12]([N:14]=[C:15]([C:21]3[CH:26]=[CH:25][C:24]([F:27])=[CH:23][CH:22]=3)[C:16]=2[C:17]([NH:18][CH3:19])=[O:20])[CH:13]=1)[S:4]([CH3:7])(=[O:5])=[O:6])[CH3:2] |f:1.2,3.4|. Procedure: 6-(N-ethylmethylsulfonamido)-2-(4-fluorophenyl)-5-(5-(1-(4-fluorophenyl)cyclopropylcarbamoyl)-2-methylphenyl)-N-methylpyrazolo[1,5-a]pyridine-3-carboxamide was prepared from 3-(6-(N-ethylmethylsulfonamido)-2-(4-fluorophenyl)-3-(methylcarbamoyl)pyrazolo[1,5-a]pyridin-5-yl)-4-methylbenzoic acid (0.024 g, 0.046 mmol) and 1-(4-fluorophenyl)cyclopropanamine hydrochloride (0.013 g, 0.069 mmol). The resultant residue was purified using preparative HPLC (Waters—Xbridge, 50×100 mm, 5 micron, C18 column; ... Reactants: C(C)N(S(=O)(=O)C)C=1C(=CC=2N(C1)N=C(C2C(NC)=O)C2=CC=C(C=C2)F)C=2C=C(C(=O)O)C=CC2C (3-(6-(N-ethylmethylsulfonamido)-2-(4-fluorophenyl)-3-(methylcarbamoyl)pyrazolo[1,5-a]pyridin-5-yl)-4-methylbenzoic acid), Cl.FC1=CC=C(C=C1)C1(CC1)N (1-(4-fluorophenyl)cyclopropanamine hydrochloride). The reactants are aqueous solution, [OH-].[Na+] (sodium hydroxide), C(C)OC(=O)OC1=C(C(=O)NCCS)C=CC(=C1)OC (N-(2-ethoxycarbonyloxy-4-methoxybenzoyl)cysteamine). The solvent is CO (methanol). Conditions: time 45 minute. Yields the product OC1=C(C(=O)NCCS)C=CC(=C1)OC (N-(2-hydroxy-4-methoxybenzoyl)cysteamine). Isolated yield 77.0%. Reaction SMILES: C(OC([O:6][C:7]1[CH:18]=[C:17]([O:19][CH3:20])[CH:16]=[CH:15][C:8]=1[C:9]([NH:11][CH2:12][CH2:13][SH:14])=[O:10])=O)C.[OH-].[Na+]>CO>[OH:6][C:7]1[CH:18]=[C:17]([O:19][CH3:20])[CH:16]=[CH:15][C:8]=1[C:9]([NH:11][CH2:12][CH2:13][SH:14])=[O:10] |f:1.2|. Procedure: 4.50 g of the N-(2-ethoxycarbonyloxy-4-methoxybenzoyl)cysteamine was dissolved in 70 ml of methanol, and 17 ml of 2N aqueous solution of sodium hydroxide was added to the solution. The mixture was agitated for 45 minutes. The solvent was distilled off in evacuated atomosphere, and 2N aqueous solution of sodium hydroxide and methylene chloride were added to the mixture for separation. The aqueous phase was further washed with methylene chloride, acidified by adding 6N aqueous hydrochloric acid, a... Reactants: BrCc1ncc[nH]1, Br, CCOC(=O)C1=C(C)N(c2cccc(C(F)(F)F)c2)C(=S)NC1c1ccc(C#N)cc1, O=C([O-])[O-], CCCC[N+](CCCC)(CCCC)CCCC, CC(C)=O, [I-], [K+], [K+]. The product is CCOC(=O)C1=C(C)N(c2cccc(C(F)(F)F)c2)C(SCc2ncc[nH]2)=NC1c1ccc(C#N)cc1. Reaction SMILES: [Br:33][CH2:34][c:35]1[nH:36][cH:37][cH:38][n:39]1.[BrH:32].[C:1](#[N:2])[c:3]1[cH:4][cH:5][c:6]([CH:9]2[NH:10][C:11](=[S:31])[N:12]([c:21]3[cH:22][c:23]([C:27]([F:28])([F:29])[F:30])[cH:24][cH:25][cH:26]3)[C:13]([CH3:20])=[C:14]2[C:15](=[O:16])[O:17][CH2:18][CH3:19])[cH:7][cH:8]1.[C:40](=[O:41])([O-:42])[O-:43].[CH2:47]([N+:48]([CH2:49][CH2:50][CH2:51][CH3:52])([CH2:53][CH2:54][CH2:55][CH3:56])[CH2:57][CH2:58][CH2:59][CH3:60])[CH2:61][CH2:62][CH3:63].[CH3:64][C:65](=[O:66])[CH3:67].[I-:46].[K+:44].[K+:45]>>[C:1](#[N:2])[c:3]1[cH:4][cH:5][c:6]([CH:9]2[N:10]=[C:11]([S:31][CH2:34][c:35]3[nH:36][cH:37][cH:38][n:39]3)[N:12]([c:21]3[cH:22][c:23]([C:27]([F:28])([F:29])[F:30])[cH:24][cH:25][cH:26]3)[C:13]([CH3:20])=[C:14]2[C:15](=[O:16])[O:17][CH2:18][CH3:19])[cH:7][cH:8]1.